describe an organic reaction: reactants, conditions, products, and yield From a dataset of the Open Reaction Database (ORD), a public repository of structured organic reaction records. Solvent: CCOC(=O)C (EtOAc). Reactants: CN(C)C=O (DMF), BrCC1=CC=C(C=C1)C1=C(C=CC=C1)C1=NN=NN1C(C1=CC=CC=C1)(C1=CC=CC=C1)C1=CC=CC=C1 (5-(4′-bromomethyl-biphenyl-2-yl)-1-trityl-1H-tetrazole), C(CCC)C1=NC(=C(N1)C=O)Cl (2-butyl-5-chloro-3H-imidazole-4-carbaldehyde), C(=O)([O-])[O-].[K+].[K+] (K2CO3). Procedure: To a DMF (150 mL) solution of 5-(4′-bromomethyl-biphenyl-2-yl)-1-trityl-1H-tetrazole (30 g, 53.8 mmol) was added 2-butyl-5-chloro-3H-imidazole-4-carbaldehyde (10 g, 53.8 mmol) and K2CO3 (7.4 g, 53.8 mmol). The mixture was stirred at room temperature overnight. EtOAc (500 mL) was added and the organic was washed three times with a NaHCO3 solution (200 mL) followed by saturated aqueous NaCl (200 mL). Solvent was removed and purification was achieved by silica gel chromatography (50:50 EtOAc:hexane... Product: C(CCC)C1=NC(=C(N1CC1=CC=C(C=C1)C1=C(C=CC=C1)C1=NN=NN1C(C1=CC=CC=C1)(C1=CC=CC=C1)C1=CC=CC=C1)C=O)Cl (2-Butyl-5-chloro-3-[2′-(1-trityl-1H-tetrazol-5-yl)-biphenyl-4-ylmethyl]-3H-imidazole-4-carbaldehyde), solid. RXN SMILES: CN(C=O)C.Br[CH2:7][C:8]1[CH:13]=[CH:12][C:11]([C:14]2[CH:19]=[CH:18][CH:17]=[CH:16][C:15]=2[C:20]2[N:24]([C:25]([C:38]3[CH:43]=[CH:42][CH:41]=[CH:40][CH:39]=3)([C:32]3[CH:37]=[CH:36][CH:35]=[CH:34][CH:33]=3)[C:26]3[CH:31]=[CH:30][CH:29]=[CH:28][CH:27]=3)[N:23]=[N:22][N:21]=2)=[CH:10][CH:9]=1.[CH2:44]([C:48]1[NH:52][C:51]([CH:53]=[O:54])=[C:50]([Cl:55])[N:49]=1)[CH2:45][CH2:46][CH3:47].C([O-])([O-])=O.[K+].[K+]>CCOC(C)=O>[CH2:44]([C:48]1[N:52]([CH2:7][C:8]2[CH:13]=[CH:12][C:11]([C:14]3[CH:19]=[CH:18][CH:17]=[CH:16][C:15]=3[C:20]3[N:24]([C:25]([C:38]4[CH:43]=[CH:42][CH:41]=[CH:40][CH:39]=4)([C:32]4[CH:37]=[CH:36][CH:35]=[CH:34][CH:33]=4)[C:26]4[CH:31]=[CH:30][CH:29]=[CH:28][CH:27]=4)[N:23]=[N:22][N:21]=3)=[CH:10][CH:9]=2)[C:51]([CH:53]=[O:54])=[C:50]([Cl:55])[N:49]=1)[CH2:45][CH2:46][CH3:47] |f:3.4.5|. Run at time 8 hour. Starting materials: CCOC(OCC)OCC, CC(=O)OC(C)=O, O=C(CC(=O)C1CC1)c1ccc(C(F)(F)F)cc1Sc1ccc(Cl)cc1. The product is CCOC=C(C(=O)c1ccc(C(F)(F)F)cc1Sc1ccc(Cl)cc1)C(=O)C1CC1. Reaction SMILES: [CH2:27]([CH3:28])[O:29][CH:30]([O:31][CH2:32][CH3:33])[O:34][CH2:35][CH3:36].[CH3:37][C:38]([O:39][C:40](=[O:41])[CH3:42])=[O:43].[CH:1]1([C:4]([CH2:5][C:6](=[O:7])[c:8]2[c:9]([S:18][c:19]3[cH:20][cH:21][c:22]([Cl:25])[cH:23][cH:24]3)[cH:10][c:11]([C:14]([F:15])([F:16])[F:17])[cH:12][cH:13]2)=[O:26])[CH2:2][CH2:3]1>>[CH:1]1([C:4]([C:5]([C:6](=[O:7])[c:8]2[c:9]([S:18][c:19]3[cH:20][cH:21][c:22]([Cl:25])[cH:23][cH:24]3)[cH:10][c:11]([C:14]([F:15])([F:16])[F:17])[cH:12][cH:13]2)=[CH:30][O:29][CH2:27][CH3:28])=[O:26])[CH2:2][CH2:3]1. The reactants are [Na+].C1(CCCC1)CCS(=O)(=O)[O-] (2-(cyclopentyl)ethylsulfonic acid sodium salt), S(=O)(Cl)Cl (thionyl chloride). Reagents/catalysts: CN(C=O)C (Dimethylformamide). The product is C1(CCCC1)CCS(=O)(=O)Cl (2-(Cyclopentyl)ethylsulfonyl chloride). RXN SMILES: [Na+].[CH:2]1([CH2:7][CH2:8][S:9]([O-:12])(=O)=[O:10])[CH2:6][CH2:5][CH2:4][CH2:3]1.S(Cl)([Cl:15])=O>CN(C)C=O>[CH:2]1([CH2:7][CH2:8][S:9]([Cl:15])(=[O:12])=[O:10])[CH2:6][CH2:5][CH2:4][CH2:3]1 |f:0.1|. Procedure: Dimethylformamide (5 drops) was added over 1 minute to a stirred solution of 2-(cyclopentyl)ethylsulfonic acid sodium salt (1 5.5 g, 87.5 mmol) in thionyl chloride (60 ml) under a nitrogen atmosphere. The reaction mixture was stirred under reflux for 5 hours and was then cooled to room temperature and concentrated under vacuum. The residue was suspended in toluene (100 ml) and then concentrated under vacuum. The residue was dissolved in a mixture of ethyl acetate (150 ml) and water (150 ml) and ... Procedure details: The process described in (A) is followed with the exception that, instead of styrene, the same amount of a mixture of methyl methacrylate and isobutyl methacrylate in a weight ratio of 1:1 is employed. As a reaction SMILES: C=CC1C=CC=CC=1.[C:9]([O:14][CH3:15])(=[O:13])[C:10]([CH3:12])=[CH2:11].[C:16]([O:21][CH2:22][CH:23]([CH3:25])[CH3:24])(=[O:20])[C:17]([CH3:19])=[CH2:18]>>[C:9]([O:14][CH3:15])(=[O:13])[C:10]([CH3:12])=[CH2:11].[C:16]([O:21][CH2:22][CH:23]([CH3:25])[CH3:24])(=[O:20])[C:17]([CH3:19])=[CH2:18] |f:3.4|. Reactants: ( A ), C=CC1=CC=CC=C1 (styrene), C(C(=C)C)(=O)OC (methyl methacrylate), C(C(=C)C)(=O)OCC(C)C (isobutyl methacrylate). Yields the product C(C(=C)C)(=O)OC.C(C(=C)C)(=O)OCC(C)C (Methyl Methacrylate Isobutyl Methacrylate).